The task is: describe an organic reaction: reactants, conditions, products, and yield. This data is from the Open Reaction Database (ORD), a public repository of structured organic reaction records. Starting materials: C1(=CC=CC=C1)C (toluene), BrC1=CC(=C(C(=O)OC(C)(C)C)C=C1)[N+](=O)[O-] (tert-butyl 4-bromo-2-nitrobenzoate), C1(=CC=CC=C1)B(O)O (phenylboronic acid), C(O)([O-])=O.[Na+] (sodium hydrogen carbonate). The reagents and catalysts are C=1C=CC(=CC1)[P](C=2C=CC=CC2)(C=3C=CC=CC3)[Pd]([P](C=4C=CC=CC4)(C=5C=CC=CC5)C=6C=CC=CC6)([P](C=7C=CC=CC7)(C=8C=CC=CC8)C=9C=CC=CC9)[P](C=1C=CC=CC1)(C=1C=CC=CC1)C=1C=CC=CC1 (tetrakis(triphenylphosphine)palladium). Run in O (water), C(C)O (ethanol), O (water). Yields the product [N+](=O)([O-])C1=C(C(=O)OC(C)(C)C)C=CC(=C1)C1=CC=CC=C1 (tert-butyl 2-nitro-4-phenylbenzoate). As a reaction SMILES: [C:1]1(C)[CH:6]=[CH:5][CH:4]=[CH:3][CH:2]=1.Br[C:9]1[CH:21]=[CH:20][C:12]([C:13]([O:15][C:16]([CH3:19])([CH3:18])[CH3:17])=[O:14])=[C:11]([N+:22]([O-:24])=[O:23])[CH:10]=1.C1(B(O)O)C=CC=CC=1.C(=O)([O-])O.[Na+]>C1C=CC([P]([Pd]([P](C2C=CC=CC=2)(C2C=CC=CC=2)C2C=CC=CC=2)([P](C2C=CC=CC=2)(C2C=CC=CC=2)C2C=CC=CC=2)[P](C2C=CC=CC=2)(C2C=CC=CC=2)C2C=CC=CC=2)(C2C=CC=CC=2)C2C=CC=CC=2)=CC=1.O.C(O)C>[N+:22]([C:11]1[CH:10]=[C:9]([C:1]2[CH:6]=[CH:5][CH:4]=[CH:3][CH:2]=2)[CH:21]=[CH:20][C:12]=1[C:13]([O:15][C:16]([CH3:19])([CH3:18])[CH3:17])=[O:14])([O-:24])=[O:23] |f:3.4,^1:42,44,63,82|. Procedure: To toluene 70 mL solution of tert-butyl 4-bromo-2-nitrobenzoate 8.8 g were added phenylboronic acid 4.3 g, sodium hydrogen carbonate 6.1 g, ethanol 26 mL, water 13 mL and tetrakis(triphenylphosphine)palladium (0) 1.7 g at room temperature sequentially, and it was heated and refluxed for 3 hours. After the reaction mixture was cooled to room temperature, water was added to it. The organic layer was separated and collected,dried over anhydrous magnesium sulfate after sequential washing with satura... Reactants: COCCOCC(=O)O, N#N, O=S(Cl)Cl. Yields the product COCCOCC(=O)Cl. As a reaction SMILES: [CH3:1][O:2][CH2:3][CH2:4][O:5][CH2:6][C:7](=[O:8])[OH:9].[N:10]#[N:11].[S:12]([Cl:13])([Cl:14])=[O:15]>>[CH3:1][O:2][CH2:3][CH2:4][O:5][CH2:6][C:7](=[O:9])[Cl:14]. Starting materials: O1[C@H](COCC1)CO ((S)-(1,4-dioxan-2-yl)methanol), N1=CC=CC=C1 (pyridine), C1(=CC=C(C=C1)S(=O)(=O)Cl)C (p-toluenesulfonyl chloride). The solvent is ClCCl (dichloromethane), ClCCl (dichloromethane). Reaction conditions: temperature 0 celsius, time 15.5 hour. The product is CC1=CC=C(C=C1)S(=O)(=O)OC[C@@H]1OCCOC1 ((R)-(1,4-dioxan-2-yl)methyl 4-methylbenzenesulfonate). Isolated yield 73.0%. Reaction SMILES: [O:1]1[CH2:6][CH2:5][O:4][CH2:3][C@@H:2]1[CH2:7][OH:8].N1C=CC=CC=1.[C:15]1([CH3:25])[CH:20]=[CH:19][C:18]([S:21](Cl)(=[O:23])=[O:22])=[CH:17][CH:16]=1>ClCCl>[CH3:25][C:15]1[CH:20]=[CH:19][C:18]([S:21]([O:8][CH2:7][C@H:2]2[CH2:3][O:4][CH2:5][CH2:6][O:1]2)(=[O:23])=[O:22])=[CH:17][CH:16]=1. Procedure details: To a cooled (0° C.) solution of (S)-(1,4-dioxan-2-yl)methanol (Kim, H. Y., et al., Bioorg. Med. Chem. Lett. (2005), 15:3207-11) (2.02 g, 17.1 mmol) and pyridine (14 mL, 173 mmol) in dichloromethane (11 mL) was added p-toluenesulfonyl chloride (3.85 g, 20.2 mmol). The reaction was stirred at 0° C. for 20 min and at ambient temperature for an additional 15.5 h. The solution was diluted with dichloromethane (100 mL) and was washed sequentially with hydrochloric acid (100 mL, 2 M), water (50 mL) and... Starting materials: FC=1C=C(C=C2CCN(CC2)C(=O)OC(C)(C)C)C=CC1[N+](=O)[O-] (tert-butyl 4-(3-fluoro-4-nitrobenzylidene)piperidine-1-carboxylate), O1CCCC1 (tetrahydrofuran), Polymethylhydrosiloxane, [F-].[K+] (potassium fluoride). The reagents and catalysts are C(C)(=O)[O-].[Pd+2].C(C)(=O)[O-] (palladium (II)acetate). The solvent is C(C)OCC (Diethyl ether). Run at time 1 hour. The product is NC1=C(C=C(CC2CCN(CC2)C(=O)OC(C)(C)C)C=C1)F (tert-butyl 4-(4-amino-3-fluorobenzyl)piperidine-1-carboxylate). Isolated yield 100.8%. Reaction SMILES: [F:1][C:2]1[CH:3]=[C:4]([CH:19]=[CH:20][C:21]=1[N+:22]([O-])=O)[CH:5]=[C:6]1[CH2:11][CH2:10][N:9]([C:12]([O:14][C:15]([CH3:18])([CH3:17])[CH3:16])=[O:13])[CH2:8][CH2:7]1.O1CCCC1.[F-].[K+]>C([O-])(=O)C.[Pd+2].C([O-])(=O)C.C(OCC)C>[NH2:22][C:21]1[CH:20]=[CH:19][C:4]([CH2:5][CH:6]2[CH2:7][CH2:8][N:9]([C:12]([O:14][C:15]([CH3:18])([CH3:16])[CH3:17])=[O:13])[CH2:10][CH2:11]2)=[CH:3][C:2]=1[F:1] |f:2.3,4.5.6|. Procedure details: A flask was charged with palladium (II)acetate (1.486 mmol, 0.334 g), tert-butyl 4-(3-fluoro-4-nitrobenzylidene)piperidine-1-carboxylate (29.7 mmol, 10 g) and tetrahydrofuran (15 mL) and sealed and purged with nitrogen. A solution of potassium fluoride (59.5 mmol, 3.45 g, in 50 ml water) was added via a syringe. Polymethylhydrosiloxane (119 mmol, 7.13 mL) was added dropwise (caution, gas evolution) and the reaction stirred at room temperature for 1 hour. Diethyl ether (10 mL) was added to the re... The reactants are Cc1ccc(-c2c(NS(=O)(=O)c3ccc(C(C)(C)C)cc3)ncnc2OCCOc2ccc(OCC(=O)OC(C)(C)C)cc2)cc1, COc1ccccc1, ClCCl, O=C(O)C(F)(F)F. Product: Cc1ccc(-c2c(NS(=O)(=O)c3ccc(C(C)(C)C)cc3)ncnc2OCCOc2ccc(OCC(=O)O)cc2)cc1. As a reaction SMILES: [C:1]([CH3:2])([CH3:3])([CH3:4])[c:5]1[cH:6][cH:7][c:8]([S:11](=[O:12])(=[O:13])[NH:14][c:15]2[c:16](-[c:40]3[cH:41][cH:42][c:43]([CH3:46])[cH:44][cH:45]3)[c:17]([O:21][CH2:22][CH2:23][O:24][c:25]3[cH:26][cH:27][c:28]([O:29][CH2:30][C:31](=[O:32])[O:33][C:34]([CH3:35])([CH3:36])[CH3:37])[cH:38][cH:39]3)[n:18][cH:19][n:20]2)[cH:9][cH:10]1.[CH3:47][O:48][c:49]1[cH:50][cH:51][cH:52][cH:53][cH:54]1.[Cl:62][CH2:63][Cl:64].[OH:55][C:56]([C:57]([F:58])([F:59])[F:60])=[O:61]>>[C:1]([CH3:2])([CH3:3])([CH3:4])[c:5]1[cH:6][cH:7][c:8]([S:11](=[O:12])(=[O:13])[NH:14][c:15]2[c:16](-[c:40]3[cH:41][cH:42][c:43]([CH3:46])[cH:44][cH:45]3)[c:17]([O:21][CH2:22][CH2:23][O:24][c:25]3[cH:26][cH:27][c:28]([O:29][CH2:30][C:31](=[O:32])[OH:33])[cH:38][cH:39]3)[n:18][cH:19][n:20]2)[cH:9][cH:10]1. Starting materials: BrC=1C=C2C=NC(=NC2=C(C1)Cl)O (6-bromo-8-chloroquinazolin-2-ol), P(=O)(Cl)(Cl)Cl (phosphorus oxychloride). Product: BrC=1C=C2C=NC(=NC2=C(C1)Cl)Cl (6-bromo-2,8-dichloroquinazoline), solid. Yield: 78.0%. Reaction SMILES: [Br:1][C:2]1[CH:3]=[C:4]2[C:9](=[C:10]([Cl:12])[CH:11]=1)[N:8]=[C:7](O)[N:6]=[CH:5]2.P(Cl)(Cl)([Cl:16])=O>>[Br:1][C:2]1[CH:3]=[C:4]2[C:9](=[C:10]([Cl:12])[CH:11]=1)[N:8]=[C:7]([Cl:16])[N:6]=[CH:5]2. Procedure details: A solution of 6-bromo-8-chloroquinazolin-2-ol (9.0 g, 35 mmol) in phosphorus oxychloride (100 mL) was refluxed for 5 hours. Most of phosphorus oxychloride was removed under reduced pressure, and the residue was added to a stirring ice water (500 mL). The resulting precipitate was collected via filtration and then refluxed in THF. The solid was filtered off, and the filtrate was concentrated to give the title compound a yellow solid (7.0 g, 78%). MS (ES+) C8H4BrClN2 requires: 275, 277, found: 276... Reactants: ON1N=NC2=C1C=CC=C2 (1-hydroxybenzotriazole), Cl.CN(CCCN=C=NCC)C (1-(3-dimethylaminopropyl)-3-ethylcarbodiimide hydrochloride), C1(=CC(=CC=C1)O[C@@H]1C[C@H](N(C1)C(=O)OC(C)(C)C)C(=O)O)C1=CC=CC=C1 (trans-4-(3-biphenyloxy)-N-tert-butoxycarbonyl-L-proline), NCCNC(OC(C)(C)C)=O (tert-butyl N-(2-aminoethyl)carbamate). Run in ClCCl (dichloromethane), C(C)N(CC)CC (Triethylamine), C(Cl)(Cl)Cl (chloroform). Conditions: time 8 hour. Product: C(C)(C)(C)OC(=O)NCCNC([C@H]1N(C[C@@H](C1)OC=1C=C(C=CC1)C1=CC=CC=C1)C(=O)OC(C)(C)C)=O (trans-4-(3-Biphenyloxy)-N-tert-Butoxycarbonyl-L-Proline 2-(N-tert-Butoxycarbonylamino)ethylamide). The yield is 90.5%. Reaction SMILES: ON1C2C=CC=CC=2N=N1.Cl.CN(C)CCCN=C=NCC.[C:23]1([C:45]2[CH:50]=[CH:49][CH:48]=[CH:47][CH:46]=2)[CH:28]=[CH:27][CH:26]=[C:25]([O:29][C@H:30]2[CH2:34][N:33]([C:35]([O:37][C:38]([CH3:41])([CH3:40])[CH3:39])=[O:36])[C@H:32]([C:42](O)=[O:43])[CH2:31]2)[CH:24]=1.[NH2:51][CH2:52][CH2:53][NH:54][C:55](=[O:61])[O:56][C:57]([CH3:60])([CH3:59])[CH3:58]>ClCCl.C(Cl)(Cl)Cl.C(N(CC)CC)C>[C:57]([O:56][C:55]([NH:54][CH2:53][CH2:52][NH:51][C:42](=[O:43])[C@@H:32]1[CH2:31][C@@H:30]([O:29][C:25]2[CH:24]=[C:23]([C:45]3[CH:50]=[CH:49][CH:48]=[CH:47][CH:46]=3)[CH:28]=[CH:27][CH:26]=2)[CH2:34][N:33]1[C:35]([O:37][C:38]([CH3:40])([CH3:41])[CH3:39])=[O:36])=[O:61])([CH3:60])([CH3:59])[CH3:58] |f:1.2|. Reported procedure: Triethylamine (56 μL), 1-hydroxybenzotriazole (25 mg), and 1-(3-dimethylaminopropyl)-3-ethylcarbodiimide hydrochloride (78 mg) were added to a solution of trans-4-(3-biphenyloxy)-N-tert-butoxycarbonyl-L-proline (B), (141 mg) and tert-butyl N-(2-aminoethyl)carbamate (65 mg) in dichloromethane (3 mL). After stirring at room temperature overnight, the reaction mixture was diluted with chloroform and washed with saturated sodium hydrogen carbonate and brine. The organic layer was dried over anhydrou...